From a dataset of the Open Reaction Database (ORD), a public repository of structured organic reaction records. describe an organic reaction: reactants, conditions, products, and yield Starting materials: FC=1C=C2C(C(=CN(C2=C(C1F)C)C1=CC(=C(C=C1)F)O)C(=O)O)=O (6,7-Difluoro-1-(4-fluoro-3-hydroxyphenyl)-8-methyl-4-oxo-1,4-dihydroquinoline-3-carboxylic acid), CN (methylamine). Solvent: N1=CC=CC=C1 (pyridine). Run at temperature 60 celsius, time 6 day. The product is FC=1C=C2C(C(=CN(C2=C(C1NC)C)C1=CC(=C(C=C1)F)O)C(=O)O)=O (6-Fluoro-1-(4-fluoro-3-hydroxyphenyl)-8-methyl-7-methylamino-4-oxo-1,4-dihydroquinoline-3-carboxylic Acid). Isolated yield 74.8%. As a reaction SMILES: [F:1][C:2]1[CH:3]=[C:4]2[C:9](=[C:10]([CH3:13])[C:11]=1F)[N:8]([C:14]1[CH:19]=[CH:18][C:17]([F:20])=[C:16]([OH:21])[CH:15]=1)[CH:7]=[C:6]([C:22]([OH:24])=[O:23])[C:5]2=[O:25].[CH3:26][NH2:27]>N1C=CC=CC=1>[F:1][C:2]1[CH:3]=[C:4]2[C:9](=[C:10]([CH3:13])[C:11]=1[NH:27][CH3:26])[N:8]([C:14]1[CH:19]=[CH:18][C:17]([F:20])=[C:16]([OH:21])[CH:15]=1)[CH:7]=[C:6]([C:22]([OH:24])=[O:23])[C:5]2=[O:25]. Procedure: 6,7-Difluoro-1-(4-fluoro-3-hydroxyphenyl)-8-methyl-4-oxo-1,4-dihydroquinoline-3-carboxylic acid (403 mg) and an aqueous solution (about 40%; 2.0 g) of methylamine were added to pyridine (2.0 g), and the mixture was stirred at 60° C. for 6 days. The reaction mixture was concentrated under reduced pressure. A process of adding ethanol (5 ml) to the residue and then concentrating the mixture under reduced pressure was conducted 3 times repeatedly. Ethanol (2 ml) was added to the resultant residue, ... Reactants: [N+](=O)([O-])C1=C(C=CC=C1)CC(=O)O (2-Nitrophenylacetic acid), resultant solution, [C-]#N.[Na+] (sodium cyanide), cuprous cyanide. Reagents/catalysts: [Pd] (palladium on charcoal). Run in [OH-].[Na+] (sodium hydroxide). Product: C(#N)C1=C(C=CC=C1)CC(=O)O (2-cyanophenylacetic acid). Reaction SMILES: [N+]([C:4]1[CH:9]=[CH:8][CH:7]=[CH:6][C:5]=1[CH2:10][C:11]([OH:13])=[O:12])([O-])=O.[C-:14]#[N:15].[Na+]>[Pd].[OH-].[Na+]>[C:14]([C:4]1[CH:9]=[CH:8][CH:7]=[CH:6][C:5]=1[CH2:10][C:11]([OH:13])=[O:12])#[N:15] |f:1.2,4.5|. Procedure: 2-Nitrophenylacetic acid (ex Aldrich) (18.1 g) dissolved in 0.1M.aq.sodium hydroxide (100 ml) was subjected to catalytic hydrogenation (at 30-40 psi) over 10% palladium on charcoal (2 g) until uptake ceased. The resultant solution was subjected first to diazotisation and then reaction with sodium cyanide and cuprous cyanide according to Simchen and Hafner, Ann. Chem., 1974, 1802 to give crude 2-cyanophenylacetic acid (14.9 g). The latter was treated with phosphorous pentachloride (20.6 g) and an... Reported procedure: A mixture of 4-(5-fluoro-2,3-bis{[2-(methyloxy)ethyl]oxy}phenyl)-3-methyl-1H-pyrazol-5-amine 0.153 mg, 0.45 mmol), 3-chloro-4-hydroxybenzaldehyde (141 mg, 0.9 mmol) and trifluoroacetic acid (3 mL) was heated at 70° C. for 18 hours. Then the reaction mixture was concentrated, dissolved in 10 mL of N,N-dimethylformamide, and purified by preparatory HPLC (Shimadzu LC-8A HPLC, Waters Xterra C18 30 mm×100 mm column, acetonitrile-water-trifluoroacetic eluent). After concentration then lyophillization ... The reactants are FC=1C=C(C(=C(C1)C=1C(=NNC1N)C)OCCOC)OCCOC (4-(5-fluoro-2,3-bis{[2-(methyloxy)ethyl]oxy}phenyl)-3-methyl-1H-pyrazol-5-amine), ClC=1C=C(C=O)C=CC1O (3-chloro-4-hydroxybenzaldehyde), FC(C(=O)O)(F)F (trifluoroacetic acid). The product is Cl.ClC1=C(C=CC(=C1)C1=NC2=C(C=3C(=C(C=C(C13)F)OCCOC)OCCOC)C(=NN2)C)O (2-chloro-4-(6-fluoro-1-methyl-8,9-bis{[2-(methyloxy)ethyl]oxy}-3H-pyrazolo[3,4-c]isoquinolin-5-yl)phenol hydrochloric acid salt). Run in CO (methanol). As a reaction SMILES: [F:1][C:2]1[CH:3]=[C:4]([O:20][CH2:21][CH2:22][O:23][CH3:24])[C:5]([O:15][CH2:16][CH2:17][O:18][CH3:19])=[C:6]([C:8]2[C:9]([CH3:14])=[N:10][NH:11][C:12]=2[NH2:13])[CH:7]=1.[Cl:25][C:26]1[CH:27]=[C:28]([CH:31]=[CH:32][C:33]=1[OH:34])[CH:29]=O.FC(F)(F)C(O)=O>CO>[ClH:25].[Cl:25][C:26]1[CH:27]=[C:28]([C:29]2[C:7]3[C:2]([F:1])=[CH:3][C:4]([O:20][CH2:21][CH2:22][O:23][CH3:24])=[C:5]([O:15][CH2:16][CH2:17][O:18][CH3:19])[C:6]=3[C:8]3[C:9]([CH3:14])=[N:10][NH:11][C:12]=3[N:13]=2)[CH:31]=[CH:32][C:33]=1[OH:34] |f:4.5|. The yield is 33.3%. Conditions: temperature 70 celsius. Reactants: BrCCCC#CC1=NC=CC=C1 (2-(5-bromo-pent-1-ynyl)-pyridine), N1N=NC2=C1C=CC=C2 (benzotriazole). Product: title compounds, N1=C(C=CC=C1)C#CCCCN1N=C2C(=N1)C=CC=C2 (2-(5-(pyridin-2-yl)pent-4-ynyl)-2H-benzo[d][1,2,3]triazole), N1=C(C=CC=C1)C#CCCCN1N=NC2=C1C=CC=C2 (1-(5-(pyridin-2-yl)pent-4-ynyl)-1H-benzo[d][1,2,3]triazole). RXN SMILES: Br[CH2:2][CH2:3][CH2:4][C:5]#[C:6][C:7]1[CH:12]=[CH:11][CH:10]=[CH:9][N:8]=1.[NH:13]1[C:17]2[CH:18]=[CH:19][CH:20]=[CH:21][C:16]=2[N:15]=[N:14]1>>[N:8]1[CH:9]=[CH:10][CH:11]=[CH:12][C:7]=1[C:6]#[C:5][CH2:4][CH2:3][CH2:2][N:14]1[N:15]=[C:16]2[CH:21]=[CH:20][CH:19]=[CH:18][C:17]2=[N:13]1.[N:8]1[CH:9]=[CH:10][CH:11]=[CH:12][C:7]=1[C:6]#[C:5][CH2:4][CH2:3][CH2:2][N:13]1[C:17]2[CH:18]=[CH:19][CH:20]=[CH:21][C:16]=2[N:15]=[N:14]1. Reported procedure: The title compounds were prepared in accordance with the general method of Example 108(A), from 2-(5-bromo-pent-1-ynyl)-pyridine (298 mg, 0.66 mmol) and benzotriazole (72 mg, 0.60 mmol). The crude product was purified by flash chromatography (DCM/MeOH 99:1 to 98:2) to yield 2-(5-(pyridin-2-yl)pent-4-ynyl)-2H-benzo[d][1,2,3]triazole (27 mg, 0.1 mmol) as an orange oil and 1-(5-(pyridin-2-yl)pent-4-ynyl)-1H-benzo[d][1,2,3]triazole (27 mg, 0.1 mmol) as an orange solid. Starting materials: C=CCN(C(C=CC)CC(=O)OC(C)(C)C)C(C)c1ccccc1, CN1C(=O)CC(=O)N(C)C1=O, ClCCl, [Pd], c1ccc(P(c2ccccc2)c2ccccc2)cc1, c1ccc(P(c2ccccc2)c2ccccc2)cc1, c1ccc(P(c2ccccc2)c2ccccc2)cc1, c1ccc(P(c2ccccc2)c2ccccc2)cc1. Product: CC=CC(CC(=O)OC(C)(C)C)NC(C)c1ccccc1. Reaction SMILES: [CH2:1]([CH:2]=[CH2:3])[N:4]([CH:5]([CH2:6][C:7](=[O:8])[O:9][C:10]([CH3:11])([CH3:12])[CH3:13])[CH:14]=[CH:15][CH3:16])[CH:17]([c:18]1[cH:19][cH:20][cH:21][cH:22][cH:23]1)[CH3:24].[CH3:25][N:26]1[C:27](=[O:28])[CH2:29][C:30](=[O:31])[N:32]([CH3:33])[C:34]1=[O:35].[Cl:36][CH2:37][Cl:38].[Pd:39].[c:40]1([P:41]([c:42]2[cH:43][cH:44][cH:45][cH:46][cH:47]2)[c:48]2[cH:49][cH:50][cH:51][cH:52][cH:53]2)[cH:54][cH:55][cH:56][cH:57][cH:58]1.[c:59]1([P:60]([c:61]2[cH:62][cH:63][cH:64][cH:65][cH:66]2)[c:67]2[cH:68][cH:69][cH:70][cH:71][cH:72]2)[cH:73][cH:74][cH:75][cH:76][cH:77]1.[c:78]1([P:79]([c:80]2[cH:81][cH:82][cH:83][cH:84][cH:85]2)[c:86]2[cH:87][cH:88][cH:89][cH:90][cH:91]2)[cH:92][cH:93][cH:94][cH:95][cH:96]1.[c:97]1([P:98]([c:99]2[cH:100][cH:101][cH:102][cH:103][cH:104]2)[c:105]2[cH:106][cH:107][cH:108][cH:109][cH:110]2)[cH:111][cH:112][cH:113][cH:114][cH:115]1>>[NH:4]([CH:5]([CH2:6][C:7](=[O:8])[O:9][C:10]([CH3:11])([CH3:12])[CH3:13])[CH:14]=[CH:15][CH3:16])[CH:17]([c:18]1[cH:19][cH:20][cH:21][cH:22][cH:23]1)[CH3:24]. Starting materials: O=C1c2ccccc2C(=O)N1CCCBr, CC(C)[N-]C(C)C, Cl, [Li+], C1CCOC1, O=C(O)CC(F)(F)C(=O)c1ccc2oc3ccccc3c2c1. Yields the product O=C(O)C(CCCN1C(=O)c2ccccc2C1=O)C(F)(F)C(=O)c1ccc2oc3ccccc3c2c1. As a reaction SMILES: [Br:31][CH2:32][CH2:33][CH2:34][N:35]1[C:36](=[O:45])[c:37]2[c:38]([cH:41][cH:42][cH:43][cH:44]2)[C:39]1=[O:40].[CH:23]([N-:24][CH:25]([CH3:26])[CH3:27])([CH3:28])[CH3:29].[ClH:46].[Li+:30].[O:47]1[CH2:48][CH2:49][CH2:50][CH2:51]1.[cH:1]1[c:2]([C:14]([C:15]([CH2:16][C:17](=[O:18])[OH:19])([F:20])[F:21])=[O:22])[cH:3][cH:4][c:5]2[o:6][c:7]3[c:8]([c:9]12)[cH:10][cH:11][cH:12][cH:13]3>>[cH:1]1[c:2]([C:14]([C:15]([CH:16]([C:17](=[O:18])[OH:19])[CH2:32][CH2:33][CH2:34][N:35]2[C:36](=[O:45])[c:37]3[c:38]([cH:41][cH:42][cH:43][cH:44]3)[C:39]2=[O:40])([F:20])[F:21])=[O:22])[cH:3][cH:4][c:5]2[o:6][c:7]3[c:8]([c:9]12)[cH:10][cH:11][cH:12][cH:13]3. The reactants are C1CCOC1, ClCOCc1ccccc1, Clc1ncnc2[nH]ccc12, [H-], [Na+]. Yields the product Clc1ncnc2c1ccn2COCc1ccccc1. RXN SMILES: [CH2:23]1[O:24][CH2:25][CH2:26][CH2:27]1.[Cl:13][CH2:14][O:15][CH2:16][c:17]1[cH:18][cH:19][cH:20][cH:21][cH:22]1.[Cl:3][c:4]1[c:5]2[c:6]([n:7][cH:8][n:9]1)[nH:10][cH:11][cH:12]2.[H-:1].[Na+:2]>>[Cl:3][c:4]1[c:5]2[c:6]([n:7][cH:8][n:9]1)[n:10]([CH2:14][O:15][CH2:16][c:17]1[cH:18][cH:19][cH:20][cH:21][cH:22]1)[cH:11][cH:12]2.